Dataset: the Open Reaction Database (ORD), a public repository of structured organic reaction records. Task: describe an organic reaction: reactants, conditions, products, and yield Starting materials: CC(=O)O, Fc1cccnc1Cl, [Na+], OO, O=S([O-])O. Yields the product [O-][n+]1cccc(F)c1Cl. Reaction SMILES: [CH3:16][C:17](=[O:18])[OH:19].[Cl:1][c:2]1[n:3][cH:4][cH:5][cH:6][c:7]1[F:8].[Na+:15].[OH:9][OH:10].[S:11]([O-:12])(=[O:13])[OH:14]>>[Cl:1][c:2]1[n+:3]([O-:12])[cH:4][cH:5][cH:6][c:7]1[F:8]. Starting materials: COC=1C(=C(C(C(=O)O)=CC1)C(=O)O)[N+](=O)[O-] (4-methoxy-3-nitro-phthalic acid), NC1C(NC(CC1)=O)=O (3-aminopiperidine-2,6-dione). Product: O=C1NC(CCC1N1C(C2=CC=C(C(=C2C1=O)[N+](=O)[O-])OC)=O)=O (2-(2,6-dioxopiperidin-3-yl)-5-methoxy-4-nitroisoindoline-1,3-dione). Reaction SMILES: [CH3:1][O:2][C:3]1[C:4]([N+:15]([O-:17])=[O:16])=[C:5]([C:12]([OH:14])=O)[C:6](=[CH:10][CH:11]=1)[C:7]([OH:9])=O.[NH2:18][CH:19]1[CH2:24][CH2:23][C:22](=[O:25])[NH:21][C:20]1=[O:26]>>[O:26]=[C:20]1[CH:19]([N:18]2[C:12](=[O:14])[C:5]3[C:6](=[CH:10][CH:11]=[C:3]([O:2][CH3:1])[C:4]=3[N+:15]([O-:17])=[O:16])[C:7]2=[O:9])[CH2:24][CH2:23][C:22](=[O:25])[NH:21]1. Reported procedure: reacting 4-methoxy-3-nitro-phthalic acid with 3-aminopiperidine-2,6-dione, in one embodiment, in the presence of a coupling reagent, to form 2-(2,6-dioxopiperidin-3-yl)-5-methoxy-4-nitroisoindoline-1,3-dione; Procedure: Anhydrous sodium iodide (600 mg, 4.0 mmol, 2 equiv) is added to a solution of (S)-1-methanesulfonyloxy-5-(tert-butyldimethylsilyloxy)-4-methyl-pentane 7 (622 mg, 2.0 mmol) in 3.0 ml of absolute acetone. The mixture is stirred for 2 h at 50° C. 10 ml of a mixture of brine and water (1:1) are added, and the mixture is extracted with diethyl ether (3×20 ml). The combined organic extracts are dried over magnesium sulfate and concentrated in vacuo. Purification of the residue by flash column chromato... Product: ICCC[C@@H](CO[Si](C)(C)C(C)(C)C)C ((S)-1-iodo-5-(tert-butyidimethylsilyloxy)-4-methyl-pentane). Starting materials: [I-].[Na+] (sodium iodide), CS(=O)(=O)OCCC[C@@H](CO[Si](C)(C)C(C)(C)C)C ((S)-1-Methanesulfonyloxy-5-(tert-butyldimethylsilyloxy)-4-methyl-pentane), mixture, O (water). Isolated yield 94.5%. Reaction SMILES: [I-:1].[Na+].CS(O[CH2:8][CH2:9][CH2:10][C@H:11]([CH3:21])[CH2:12][O:13][Si:14]([C:17]([CH3:20])([CH3:19])[CH3:18])([CH3:16])[CH3:15])(=O)=O.O>CC(C)=O.[Cl-].[Na+].O>[I:1][CH2:8][CH2:9][CH2:10][C@H:11]([CH3:21])[CH2:12][O:13][Si:14]([C:17]([CH3:20])([CH3:19])[CH3:18])([CH3:16])[CH3:15] |f:0.1,5.6.7|. Solvent: CC(=O)C (acetone), [Cl-].[Na+].O (brine). Run at temperature 50 celsius, time 2 hour. The reactants are C(C)(=O)OC1=C(C(=O)O)C=C(C=C1)C(CCCCCCC)=O (2-acetyloxy-5-octanoylbenzoic acid), S(=O)(Cl)Cl (thionyl chloride). The reagents and catalysts are N1=CC=CC=C1 (pyridine). Run in ClCCl (dichloromethane). Run at temperature 35 celsius, time 18 hour. Product: C(C)(=O)OC1=C(C(=O)Cl)C=C(C=C1)C(CCCCCCC)=O (2-acetoxy-5-octanoylbenzoyl chloride). Isolated yield 95.8%. As a reaction SMILES: [C:1]([O:4][C:5]1[CH:13]=[CH:12][C:11]([C:14](=[O:22])[CH2:15][CH2:16][CH2:17][CH2:18][CH2:19][CH2:20][CH3:21])=[CH:10][C:6]=1[C:7](O)=[O:8])(=[O:3])[CH3:2].S(Cl)([Cl:25])=O>ClCCl.N1C=CC=CC=1>[C:1]([O:4][C:5]1[CH:13]=[CH:12][C:11]([C:14](=[O:22])[CH2:15][CH2:16][CH2:17][CH2:18][CH2:19][CH2:20][CH3:21])=[CH:10][C:6]=1[C:7]([Cl:25])=[O:8])(=[O:3])[CH3:2]. Reported procedure: 5.5 g (18 mmol) of 2-acetyloxy-5-octanoylbenzoic acid are dissolved in 55 ml of dichloromethane with one drop of pyridine. 1.6 ml (21.5 mmol) of thionyl chloride are added dropwise and the mixture is stirred at 35° C. for 18 hours and then concentrated to dryness. 5.6 g of 2-acetoxy-5-octanoylbenzoyl chloride are obtained in the form of a red oil in a yield of 96%. Starting materials: C(C1=CC=CC=C1)N1C=NC2=C1C=CC(=C2)CO (1-benzyl-5-benzimidazolemethanol), OC1=CC=C(CC2C(N(C(S2)=O)C(C2=CC=CC=C2)(C2=CC=CC=C2)C2=CC=CC=C2)=O)C=C1 (5-(4-hydroxybenzyl)-3-triphenylmethylthiazolidine-2,4-dione), N(=NC(=O)N1CCCCC1)C(=O)N1CCCCC1 (azodicarbonyldipiperidine), C(CCC)P(CCCC)CCCC (tributylphosphine). Run in C1(=CC=CC=C1)C (toluene). Conditions: time 30 minute. The product is C(C1=CC=CC=C1)N1C=NC2=C1C=CC(=C2)COC2=CC=C(CC1C(N(C(S1)=O)C(C1=CC=CC=C1)(C1=CC=CC=C1)C1=CC=CC=C1)=O)C=C2 (5-[4-(1-Benzylbenzimidazol-5-ylmethoxy)benzyl]-3-triphenylmethylthiazolidine-2,4-dione). Isolated yield 31.9%. As a reaction SMILES: [OH:1][C:2]1[CH:34]=[CH:33][C:5]([CH2:6][CH:7]2[S:11][C:10](=[O:12])[N:9]([C:13]([C:26]3[CH:31]=[CH:30][CH:29]=[CH:28][CH:27]=3)([C:20]3[CH:25]=[CH:24][CH:23]=[CH:22][CH:21]=3)[C:14]3[CH:19]=[CH:18][CH:17]=[CH:16][CH:15]=3)[C:8]2=[O:32])=[CH:4][CH:3]=1.N(C(N1CCCCC1)=O)=NC(N1CCCCC1)=O.C(P(CCCC)CCCC)CCC.[CH2:66]([N:73]1[C:77]2[CH:78]=[CH:79][C:80]([CH2:82]O)=[CH:81][C:76]=2[N:75]=[CH:74]1)[C:67]1[CH:72]=[CH:71][CH:70]=[CH:69][CH:68]=1>C1(C)C=CC=CC=1>[CH2:66]([N:73]1[C:77]2[CH:78]=[CH:79][C:80]([CH2:82][O:1][C:2]3[CH:3]=[CH:4][C:5]([CH2:6][CH:7]4[S:11][C:10](=[O:12])[N:9]([C:13]([C:26]5[CH:27]=[CH:28][CH:29]=[CH:30][CH:31]=5)([C:14]5[CH:19]=[CH:18][CH:17]=[CH:16][CH:15]=5)[C:20]5[CH:25]=[CH:24][CH:23]=[CH:22][CH:21]=5)[C:8]4=[O:32])=[CH:33][CH:34]=3)=[CH:81][C:76]=2[N:75]=[CH:74]1)[C:67]1[CH:72]=[CH:71][CH:70]=[CH:69][CH:68]=1. Reported procedure: A mixture of 822 mg of 5-(4-hydroxybenzyl)-3-triphenylmethylthiazolidine-2,4-dione, 454 mg of azodicarbonyldipiperidine, 6 ml of dehydrated toluene and 0.44 ml of tributylphosphine was stirred for 30 minutes at room temperature. At the end of this time, 349 mg of 1-benzyl-5-benzimidazolemethanol were added to the reaction mixture and then the mixture was stirred for 3 hours, after which it was allowed to stand for 10 days at room temperature. The solvent was then removed by distillation under re... The reactants are N1N=CN=C1 (1,2,4-triazole), potassium tert.-butylate, FC1=CC=C(CC2(OC2)C2(C(C2)(F)F)C)C=C1 (2-(4-fluorobenzyl)-2-(2,2-difluoro-1-methyl-cyclopropyl)-oxirane). Solvent: CN(C=O)C (dimethylformamide), CN(C=O)C (dimethylformamide), C(C)(=O)OCC (ethyl acetate). Conditions: temperature 80 celsius, time 8 hour. Product: FC1=CC=C(C=C1)CC(CN1N=CN=C1)(O)C1(C(C1)(F)F)C (1-(4-fluorophenyl)-2-(2,2-difluoro-1-methyl-cyclopropyl)-3-(1,2,4-triazol-1-yl)-propan-2-ol). Isolated yield 21.0%. Reaction SMILES: [F:1][C:2]1[CH:17]=[CH:16][C:5]([CH2:6][C:7]2([C:10]3([CH3:15])[CH2:12][C:11]3([F:14])[F:13])[CH2:9][O:8]2)=[CH:4][CH:3]=1.[NH:18]1[CH:22]=[N:21][CH:20]=[N:19]1>CN(C)C=O.C(OCC)(=O)C>[F:1][C:2]1[CH:17]=[CH:16][C:5]([CH2:6][C:7]([C:10]2([CH3:15])[CH2:12][C:11]2([F:14])[F:13])([OH:8])[CH2:9][N:18]2[CH:22]=[N:21][CH:20]=[N:19]2)=[CH:4][CH:3]=1. Procedure details: A solution of 6.3 g (0.026 mol) of 2-(4-fluorobenzyl)-2-(2,2-difluoro-1-methyl-cyclopropyl)-oxirane in 5 ml of dimethylformamide is added dropwise with stirring at 80° C. to a mixture of 4.6 g (0.066 mol) of 1,2,4-triazole and 0.5 g (0.0045 mol) of potassium tert.-butylate in 10 ml of dimethylformamide. When the addition is complete, the reaction mixture is stirred for 8 hours at 80° C. The solvent is subsequently stripped off under reduced pressure and the residue which remains is dissolved in ...